From a dataset of the Open Reaction Database (ORD), a public repository of structured organic reaction records. describe an organic reaction: reactants, conditions, products, and yield The reactants are C(C)OC(COC1=C2CCC3=C(N=C(S3)S)C2=CC=C1)=O (ethyl[(2-mercapto-4,5-dihydronaphtho[1,2-d]thiazol-6-yl)oxy]acetate), C1(=CC=CC=C1)C(CCI)C1=CC=CC=C1 (3,3-diphenylpropyl iodide). The product is C1(=CC=CC=C1)C(CCSC=1SC2=C(N1)C1=CC=CC(=C1CC2)OCC(=O)O)C2=CC=CC=C2 ([(2-(3,3-Diphenylpropyl)thio-4,5-dihydronaphtho[1,2-d]thiazol-6-yl)oxy]acetic Acid). Isolated yield 34.0%. RXN SMILES: C([O:3][C:4](=[O:21])[CH2:5][O:6][C:7]1[CH:20]=[CH:19][CH:18]=[C:17]2[C:8]=1[CH2:9][CH2:10][C:11]1[S:15][C:14]([SH:16])=[N:13][C:12]=12)C.[C:22]1([CH:28]([C:32]2[CH:37]=[CH:36][CH:35]=[CH:34][CH:33]=2)[CH2:29][CH2:30]I)[CH:27]=[CH:26][CH:25]=[CH:24][CH:23]=1>>[C:22]1([CH:28]([C:32]2[CH:33]=[CH:34][CH:35]=[CH:36][CH:37]=2)[CH2:29][CH2:30][S:16][C:14]2[S:15][C:11]3[CH2:10][CH2:9][C:8]4[C:17](=[CH:18][CH:19]=[CH:20][C:7]=4[O:6][CH2:5][C:4]([OH:3])=[O:21])[C:12]=3[N:13]=2)[CH:27]=[CH:26][CH:25]=[CH:24][CH:23]=1. Procedure details: Using ethyl[(2-mercapto-4,5-dihydronaphtho[1,2-d]thiazol-6-yl)oxy]acetate and 3,3-diphenylpropyl iodide, the procedure of Example 1 was otherwise repeated to synthesize the title compound. Yield 34%. Reactants: ClC1=NC(=NC(=C1C=O)Cl)SC (4,6-dichloro-2-methylsulfanyl-pyrimidine-5-carbaldehyde), FC1=C(N)C=CC=C1 (2-fluoroaniline). The product is ClC1=NC(=NC(=C1C=O)NC1=C(C=CC=C1)F)SC (4-chloro-6-(2-fluoro-phenylamino)-2-methylsulfanyl-pyrimidine-5-carbaldehyde). Reaction SMILES: Cl[C:2]1[C:7]([CH:8]=[O:9])=[C:6]([Cl:10])[N:5]=[C:4]([S:11][CH3:12])[N:3]=1.[F:13][C:14]1[CH:20]=[CH:19][CH:18]=[CH:17][C:15]=1[NH2:16]>>[Cl:10][C:6]1[C:7]([CH:8]=[O:9])=[C:2]([NH:16][C:15]2[CH:17]=[CH:18][CH:19]=[CH:20][C:14]=2[F:13])[N:3]=[C:4]([S:11][CH3:12])[N:5]=1. Reported procedure: Prepared as described above in Example 2 starting from 4,6-dichloro-2-methylsulfanyl-pyrimidine-5-carbaldehyde and 2-fluoroaniline to give the title compound 4-chloro-6-(2-fluoro-phenylamino)-2-methylsulfanyl-pyrimidine-5-carbaldehyde. 1H-NMR: δ 2.53 (s, 3H), 7.15 (m, 3H), 8.25 (m, 1H), 7.44 (m, 1H), 10.31 (s, 1H), 11.35 (br s, 1H). LC MS (m/e)=298 (MH+). Reactants: C1=CC=C2C(=C1)C(=CC(=O)C2=O)S(=O)(=O)[O-].[Na+] (1,2-naphthoquinone-4-sulfonic acid-sodium salt), CNC1CCCCC1 (N-methylcyclohexylamine). Solvent: O (water). Conditions: time 5 hour. Product: CN(C1=CC(C(C2=CC=CC=C12)=O)=O)C1CCCCC1 (4-(N-methylcyclohexylamino)-1,2-naphthoquinone). RXN SMILES: [CH:1]1[CH:6]=[C:5]2[C:7](S([O-])(=O)=O)=[CH:8][C:9]([C:11](=[O:12])[C:4]2=[CH:3][CH:2]=1)=[O:10].[Na+].[CH3:18][NH:19][CH:20]1[CH2:25][CH2:24][CH2:23][CH2:22][CH2:21]1>O>[CH3:18][N:19]([CH:20]1[CH2:25][CH2:24][CH2:23][CH2:22][CH2:21]1)[C:7]1[C:5]2[C:4](=[CH:3][CH:2]=[CH:1][CH:6]=2)[C:11](=[O:12])[C:9](=[O:10])[CH:8]=1 |f:0.1|. Reported procedure: A solution of 10.4 g of 1,2-naphthoquinone-4-sulfonic acid-sodium salt in 350 ml of water is stirred at room temperature for 30 minutes. To this solution is added 4.52 g of N-methylcyclohexylamine in one portion. The solution is stirred five hours at room temperature and the precipitate then filtered. The product is washed with 200 ml of water and dried at 100° C. in vacuo overnight to afford 4-(N-methylcyclohexylamino)-1,2-naphthoquinone melting at 168°-170° C. The preparation of the same compo... Reactants: Br, COc1cccc2c(C)[n+]3ccccc3cc12, [O-][Cl+3]([O-])([O-])[O-], O. The product is [O-][Cl+3]([O-])([O-])[O-], Cc1c2cccc(O)c2cc2cccc[n+]12. Reaction SMILES: [BrH:23].[CH3:6][O:7][c:8]1[cH:9][cH:10][cH:11][c:12]2[c:13]1[cH:14][c:15]1[cH:16][cH:17][cH:18][cH:19][n+:20]1[c:21]2[CH3:22].[Cl+3:1]([O-:2])([O-:3])([O-:4])[O-:5].[OH2:24]>>[Cl+3:1]([O-:2])([O-:3])([O-:4])[O-:5].[OH:7][c:8]1[cH:9][cH:10][cH:11][c:12]2[c:13]1[cH:14][c:15]1[cH:16][cH:17][cH:18][cH:19][n+:20]1[c:21]2[CH3:22]. Reactants: ClCc1ccc(Cl)cc1, [K+], [K+], O=C([O-])[O-], CN(C)C=O, COc1cc(-n2ccc(O)cc2=O)ccc1OCC(C)(C)O. Yields the product COc1cc(-n2ccc(OCc3ccc(Cl)cc3)cc2=O)ccc1OCC(C)(C)O. RXN SMILES: [Cl:1][c:2]1[cH:3][cH:4][c:5]([CH2:8][Cl:9])[cH:6][cH:7]1.[K+:32].[K+:33].[O-:34][C:35]([O-:36])=[O:37].[O:38]=[CH:39][N:40]([CH3:41])[CH3:42].[OH:10][c:11]1[cH:12][c:13](=[O:31])[n:14](-[c:17]2[cH:18][c:19]([O:29][CH3:30])[c:20]([O:23][CH2:24][C:25]([CH3:26])([CH3:27])[OH:28])[cH:21][cH:22]2)[cH:15][cH:16]1>>[Cl:1][c:2]1[cH:3][cH:4][c:5]([CH2:8][O:10][c:11]2[cH:12][c:13](=[O:31])[n:14](-[c:17]3[cH:18][c:19]([O:29][CH3:30])[c:20]([O:23][CH2:24][C:25]([CH3:26])([CH3:27])[OH:28])[cH:21][cH:22]3)[cH:15][cH:16]2)[cH:6][cH:7]1. Reactants: OC1=C(C=CC=C1)C=CC1=CC=C(C=C1)N(C1=CC=C(C=C1)C)C1=CC=C(C=C1)C (2-hydroxy-4′-(N,N-bis(4-methylphenyl)amino)stilbene), O1CCCC1 (tetrahydrofuran), C(O)([O-])=O.[Na+] (sodium hydrogen carbonate), C(C=C)(=O)Cl (acrylic acid chloride). Run in O (water). Conditions: time 30 minute. Product: C(C=C)(=O)OC1=C(C=CC=C1)C=CC1=CC=C(C=C1)N(C1=CC=C(C=C1)C)C1=CC=C(C=C1)C (4′-(N,N-bis(4-methylphenyl)amino)stilbene-2-yl acrylate). Yield: 79.8%. As a reaction SMILES: [OH:1][C:2]1[CH:7]=[CH:6][CH:5]=[CH:4][C:3]=1[CH:8]=[CH:9][C:10]1[CH:15]=[CH:14][C:13]([N:16]([C:24]2[CH:29]=[CH:28][C:27]([CH3:30])=[CH:26][CH:25]=2)[C:17]2[CH:22]=[CH:21][C:20]([CH3:23])=[CH:19][CH:18]=2)=[CH:12][CH:11]=1.[O:31]1C[CH2:34][CH2:33][CH2:32]1.C(=O)([O-])O.[Na+].C(Cl)(=O)C=C>O>[C:32]([O:1][C:2]1[CH:7]=[CH:6][CH:5]=[CH:4][C:3]=1[CH:8]=[CH:9][C:10]1[CH:15]=[CH:14][C:13]([N:16]([C:24]2[CH:29]=[CH:28][C:27]([CH3:30])=[CH:26][CH:25]=2)[C:17]2[CH:22]=[CH:21][C:20]([CH3:23])=[CH:19][CH:18]=2)=[CH:12][CH:11]=1)(=[O:31])[CH:33]=[CH2:34] |f:2.3|. Procedure: At first, 14.9 g of the 2-hydroxy-4′-(N,N-bis(4-methylphenyl)amino)stilbene, 100 ml of tetrahydrofuran and 21.5 g of a 12% sodium hydrogen carbonate solution were put in a reaction vessel having a stirrer, a thermometer and a dropping funnel. Under a nitrogen gas flow, 5.17 g of acrylic acid chloride was dropped therein over 30 min at 5° C., and the reaction was further performed for 3 hours at the same temperature. The reaction liquid was put in water, and the mixture was subjected to extractio... Starting materials: COc1cccc(COc2ccc(C(C=C(C)C)C(C(=O)O)C(=O)O)cc2)c1, Cc1ccccc1. The product is COc1cccc(COc2ccc(C(C=C(C)C)CC(=O)O)cc2)c1. Reaction SMILES: [CH3:1][O:2][c:3]1[cH:4][c:5]([CH2:6][O:7][c:8]2[cH:9][cH:10][c:11]([CH:14]([CH:15]=[C:16]([CH3:17])[CH3:18])[CH:19]([C:20](=[O:21])[OH:22])[C:23]([OH:24])=[O:25])[cH:12][cH:13]2)[cH:26][cH:27][cH:28]1.[CH3:29][c:30]1[cH:31][cH:32][cH:33][cH:34][cH:35]1>>[CH3:1][O:2][c:3]1[cH:4][c:5]([CH2:6][O:7][c:8]2[cH:9][cH:10][c:11]([CH:14]([CH:15]=[C:16]([CH3:17])[CH3:18])[CH2:19][C:20](=[O:21])[OH:22])[cH:12][cH:13]2)[cH:26][cH:27][cH:28]1.